From a dataset of the Open Reaction Database (ORD), a public repository of structured organic reaction records. describe an organic reaction: reactants, conditions, products, and yield Reactants: C(C)(=O)O[BH-](OC(C)=O)OC(C)=O.[Na+] (sodium triacetoxyborohydride), ClC1=C(C=CC=C1)N1C(=NC2=CC=C(C=C2C1=O)F)C=O (3-(2-chloro-phenyl)-6-fluoro-3,4-dihydro-quinazolin-4-one-2-carboxaldehyde), NC1=C(C#N)C=CC=N1 (2-aminonicotinonitrile), S(=O)(=O)([O-])[O-].[Na+].[Na+] (sodium sulfate). Run in C(C)(=O)O (acetic acid). Reaction conditions: time 24 hour. Product: ClC1=C(C=CC=C1)N1C(=NC2=CC=C(C=C2C1=O)F)CNC1=C(C#N)C=CC=N1 (2-{[3-(2-Chloro-phenyl)-6-fluoro-4-oxo-3,4-dihydro-quinazolin-2-ylmethyl]-amino}-nicotinonitrile). Reaction SMILES: [Cl:1][C:2]1[CH:7]=[CH:6][CH:5]=[CH:4][C:3]=1[N:8]1[C:17](=[O:18])[C:16]2[C:11](=[CH:12][CH:13]=[C:14]([F:19])[CH:15]=2)[N:10]=[C:9]1[CH:20]=O.[NH2:22][C:23]1[N:30]=[CH:29][CH:28]=[CH:27][C:24]=1[C:25]#[N:26].S([O-])([O-])(=O)=O.[Na+].[Na+].C(O[BH-](OC(=O)C)OC(=O)C)(=O)C.[Na+]>C(O)(=O)C>[Cl:1][C:2]1[CH:7]=[CH:6][CH:5]=[CH:4][C:3]=1[N:8]1[C:17](=[O:18])[C:16]2[C:11](=[CH:12][CH:13]=[C:14]([F:19])[CH:15]=2)[N:10]=[C:9]1[CH2:20][NH:22][C:23]1[N:30]=[CH:29][CH:28]=[CH:27][C:24]=1[C:25]#[N:26] |f:2.3.4,5.6|. Reported procedure: A mixture of 3-(2-chloro-phenyl)-6-fluoro-3,4-dihydro-quinazolin-4-one-2-carboxaldehyde (0.439 g, 1.45 mmol), 2-aminonicotinonitrile (0.150 g, 1.26 mmol) and anhydrous sodium sulfate (2.1 g, 14.5 mmol) in acetic acid (10 mL) was stirred at ambient temperature for 24 hours. The mixture was now warmed to 80° C. for 24 hours. The reaction was cooled to ambient temperature and sodium triacetoxyborohydride (1.3 g, 6.13 mmol) was added portionwise. The reaction was stirred for 16 hours and then quench...